describe an organic reaction: reactants, conditions, products, and yield From a dataset of the Open Reaction Database (ORD), a public repository of structured organic reaction records. The reactants are CN1N=C(C(=C1)CN(C(=O)C1=CN=C(N1C1=CC=C(C=C1)F)S)C)C (N-((1,3-Dimethyl-1H-pyrazol-4-yl)methyl)-1-(4-fluorophenyl)-2-mercapto-N-methyl-1H-imidazole-5-carboxamide), FC1=CC=C(C=C1)N1C(=NC=C1C(=O)OCC)CCC1=C(C(=CC=C1F)F)F (ethyl 1-(4-fluorophenyl)-2-(2,3,6-trifluorophenethyl)-1H-imidazole-5-carboxylate), [OH-].[Li+] (lithium hydroxide), C1CCOC1 (THF). Solvent: O (water), CO (methanol). Product: FC1=CC=C(C=C1)N1C(=NC=C1C(=O)O)CCC1=C(C(=CC=C1F)F)F (1-(4-Fluorophenyl)-2-(2,3,6-trifluorophenethyl)-1H-imidazole-5-carboxylic acid). As a reaction SMILES: CN1C=C(CN(C)C(C2N(C3C=CC(F)=CC=3)C(S)=NC=2)=O)C(C)=N1.[F:26][C:27]1[CH:32]=[CH:31][C:30]([N:33]2[C:37]([C:38]([O:40]CC)=[O:39])=[CH:36][N:35]=[C:34]2[CH2:43][CH2:44][C:45]2[C:50]([F:51])=[CH:49][CH:48]=[C:47]([F:52])[C:46]=2[F:53])=[CH:29][CH:28]=1.[OH-].[Li+].C1COCC1>O.CO>[F:26][C:27]1[CH:32]=[CH:31][C:30]([N:33]2[C:37]([C:38]([OH:40])=[O:39])=[CH:36][N:35]=[C:34]2[CH2:43][CH2:44][C:45]2[C:50]([F:51])=[CH:49][CH:48]=[C:47]([F:52])[C:46]=2[F:53])=[CH:29][CH:28]=1 |f:2.3|. Procedure: 1-(4-fluorophenyl)-2-(2,3,6-trifluorophenethyl)-1H-imidazole-5-carboxylic acid (19) was prepared in a similar manner as that described for the synthesis of compound 7 using ethyl 1-(4-fluorophenyl)-2-(2,3,6-trifluorophenethyl)-1H-imidazole-5-carboxylate (18) (50 mg, 0.13 mmol), lithium hydroxide (12 mg, 0.51 mmol), THF (0.2 mL), methanol (0.4 mL), and water (0.8 mL).